The task is: describe an organic reaction: reactants, conditions, products, and yield. This data is from the Open Reaction Database (ORD), a public repository of structured organic reaction records. Starting materials: C(C)OC(CC1=CC(=CC=C1)OC\C=C(/C)\C1=CC=C(C=C1)C1=CC=C(C=C1)Br)=O ((E)-{3-[3-(4′-Bromo-biphenyl-4-yl)-but-2-enyloxy]-phenyl}-acetic acid ethyl ester), C(C)O (ethanol). The solvent is [OH-].[Na+] (NaOH), Cl (HCl), C(C)(=O)OCC (ethyl acetate). Yields the product BrC1=CC=C(C=C1)C1=CC=C(C=C1)/C(=C/COC=1C=C(C=CC1)CC(=O)O)/C ((E)-{3-[3-(4′-Bromo-biphenyl-4-yl)-but-2-enyloxy]-phenyl}-acetic acid). Yield: 98.6%. As a reaction SMILES: C([O:3][C:4](=[O:30])[CH2:5][C:6]1[CH:11]=[CH:10][CH:9]=[C:8]([O:12][CH2:13]/[CH:14]=[C:15](/[C:17]2[CH:22]=[CH:21][C:20]([C:23]3[CH:28]=[CH:27][C:26]([Br:29])=[CH:25][CH:24]=3)=[CH:19][CH:18]=2)\[CH3:16])[CH:7]=1)C.C(O)C>[OH-].[Na+].Cl.C(OCC)(=O)C>[Br:29][C:26]1[CH:27]=[CH:28][C:23]([C:20]2[CH:19]=[CH:18][C:17](/[C:15](/[CH3:16])=[CH:14]/[CH2:13][O:12][C:8]3[CH:7]=[C:6]([CH2:5][C:4]([OH:30])=[O:3])[CH:11]=[CH:10][CH:9]=3)=[CH:22][CH:21]=2)=[CH:24][CH:25]=1 |f:2.3|. Reported procedure: (E)-{3-[3-(4′-Bromo-biphenyl-4-yl)-but-2-enyloxy]-phenyl}-acetic acid ethyl ester (example 22) (150 mg, 0.32 mmol) was suspended in 1N NaOH (0.82 mL) and ethanol (5 mL) and stirred for 24 h at room temperature. The mixture was diluted with 1N HCl (0.82 mL) and ethyl acetate (10 mL). The aqueous layer was separated and extracted with ethyl acetate (20 mL) The organic layers were combined, washed with brine, dried (MgSO4) and evaporated to give 138 mg (98%) of the title compound.